The task is: describe an organic reaction: reactants, conditions, products, and yield. This data is from the Open Reaction Database (ORD), a public repository of structured organic reaction records. Reactants: C(C1=CC=CC=C1)(=O)O.C(C)(C)NC1CCN(CC1)CC=1C=NC=CC1OC (4-isopropylamino-1-(4-methoxypyrid-3-ylmethyl)piperidine monobenzoic acid salt), C(C)(=O)O[BH-](OC(C)=O)OC(C)=O.[Na+] (Sodium triacetoxyborohydride), C(C)(=O)O[BH-](OC(C)=O)OC(C)=O.[Na+] (sodium triacetoxyborohydride), COC(CCCCCC=O)OC (7,7-dimethoxyheptanal), COC(CCCCCC=O)OC (7,7-dimethoxyheptanal). Solvent: ClCCl (dichloromethane). Conditions: time 1 hour. Yields the product COC(CCCCCCN(C1CCN(CC1)CC=1C=NC=CC1OC)C(C)C)OC ((7,7-Dimethoxyheptyl)isopropyl-[1-(4-methoxypyridin-3-ylmethyl)piperidin-4-yl]amine). As a reaction SMILES: C(O)(=O)C1C=CC=CC=1.[CH:10]([NH:13][CH:14]1[CH2:19][CH2:18][N:17]([CH2:20][C:21]2[CH:22]=[N:23][CH:24]=[CH:25][C:26]=2[O:27][CH3:28])[CH2:16][CH2:15]1)([CH3:12])[CH3:11].[CH3:29][O:30][CH:31]([O:39][CH3:40])[CH2:32][CH2:33][CH2:34][CH2:35][CH2:36][CH:37]=O.C(O[BH-](OC(=O)C)OC(=O)C)(=O)C.[Na+]>ClCCl>[CH3:40][O:39][CH:31]([O:30][CH3:29])[CH2:32][CH2:33][CH2:34][CH2:35][CH2:36][CH2:37][N:13]([CH:10]([CH3:12])[CH3:11])[CH:14]1[CH2:15][CH2:16][N:17]([CH2:20][C:21]2[CH:22]=[N:23][CH:24]=[CH:25][C:26]=2[O:27][CH3:28])[CH2:18][CH2:19]1 |f:0.1,3.4|. Reported procedure: To a reactor containing dichloromethane (4 L) was added 4-isopropylamino-1-(4-methoxypyrid-3-ylmethyl)piperidine monobenzoic acid salt (1.5 kg, 3.89 mol) while maintaining the temperature of the mixture at −5° C. to 5° C. The container used to add the salt was rinsed with dichloromethane (1.5 L) and the rinse was added to the reaction mixture. The temperature of the reaction mixture was then adjusted to 0° C. to 5° C. and 7,7-dimethoxyheptanal (790 g, 4.25 mol, 93.8% purity by GC) was added whil...